This data is from the Open Reaction Database (ORD), a public repository of structured organic reaction records. The task is: describe an organic reaction: reactants, conditions, products, and yield The reactants are OC1=C(C=CC=C1N\N=C\1/C(=NN(C1=C=O)C=1C=C2CCCC2=CC1)C)C1=CC(=CC=C1)C(=O)O ((Z)-2′-hydroxy-3′-[N′-(1-indan-5-yl-3-methyl-5-carbonyl-1,5-dihydro-pyrazol-4-ylidene)-hydrazino]-biphenyl-3-carboxylic acid), C(O)CN.C(O)CN.OC1=C(C=CC=C1N\N=C/1\C(=NN(C1=O)C=1C=C2CCCC2=CC1)C)C1=CC(=CC=C1)C(=O)O ((Z)-2′-Hydroxy-3′-[N′-(1-indan-5-yl-3-methyl-5-oxo-1,5-dihydro-pyrazol-4-ylidene)-hydrazino]-biphenyl-3-carboxylic acid bis-(ethanolamine)). Solvent: O1CCCC1 (tetrahydrofuran). Run at time 3 hour. Yields the product C(O)CN.C(O)CN.OC1=C(C=CC=C1N\N=C/1\C(=NN(C1=O)C=1C=C2CCCC2=CC1)C)C1=CC(=CC=C1)C(=O)O ((Z)-2′-Hydroxy-3′-[N′-(1-indan-5-yl-3-methyl-5-oxo-1,5-dihydro-pyrazol-4-ylidene)-hydrazino]-biphenyl-3-carboxylic acid bis-(ethanolamine)), C(O)CN.C(O)CN.OC1=C(C=CC=C1N\N=C\1/C(=NN(C1=C=O)C=1C=C2CCCC2=CC1)C)C1=CC(=CC=C1)C(=O)O ((Z)-2′-hydroxy-3′-[N′-(1-indan-5-yl-3-methyl-5-carbonyl-1,5-dihydro-pyrazol-4-ylidene)-hydrazino]-biphenyl-3-carboxylic acid bis-(ethanolamine)). Isolated yield 281.8%. Reaction SMILES: [OH:1][C:2]1[C:7]([NH:8]/[N:9]=[C:10]2\[C:11]([CH3:26])=[N:12][N:13]([C:17]3[CH:18]=[C:19]4[C:23](=[CH:24][CH:25]=3)[CH2:22][CH2:21][CH2:20]4)[C:14]\2=[C:15]=[O:16])=[CH:6][CH:5]=[CH:4][C:3]=1[C:27]1[CH:32]=[CH:31][CH:30]=[C:29]([C:33]([OH:35])=[O:34])[CH:28]=1.[CH2:36]([CH2:38][NH2:39])[OH:37].[CH2:40]([CH2:42][NH2:43])[OH:41].[OH:44][C:45]1[C:50]([NH:51]/[N:52]=[C:53]2/[C:54]([CH3:68])=[N:55][N:56]([C:59]3[CH:60]=[C:61]4[C:65](=[CH:66][CH:67]=3)[CH2:64][CH2:63][CH2:62]4)[C:57]/2=[O:58])=[CH:49][CH:48]=[CH:47][C:46]=1[C:69]1[CH:74]=[CH:73][CH:72]=[C:71]([C:75]([OH:77])=[O:76])[CH:70]=1>O1CCCC1>[CH2:2]([CH2:7][NH2:8])[OH:1].[CH2:36]([CH2:38][NH2:39])[OH:37].[OH:44][C:45]1[C:50]([NH:51]/[N:52]=[C:53]2/[C:54]([CH3:68])=[N:55][N:56]([C:59]3[CH:60]=[C:61]4[C:65](=[CH:66][CH:67]=3)[CH2:64][CH2:63][CH2:62]4)[C:57]/2=[O:58])=[CH:49][CH:48]=[CH:47][C:46]=1[C:69]1[CH:74]=[CH:73][CH:72]=[C:71]([C:75]([OH:77])=[O:76])[CH:70]=1.[CH2:40]([CH2:42][NH2:43])[OH:41].[CH2:2]([CH2:7][NH2:8])[OH:1].[OH:1][C:2]1[C:7]([NH:8]/[N:9]=[C:10]2\[C:11]([CH3:26])=[N:12][N:13]([C:17]3[CH:18]=[C:19]4[C:23](=[CH:24][CH:25]=3)[CH2:22][CH2:21][CH2:20]4)[C:14]\2=[C:15]=[O:16])=[CH:6][CH:5]=[CH:4][C:3]=1[C:27]1[CH:32]=[CH:31][CH:30]=[C:29]([C:33]([OH:35])=[O:34])[CH:28]=1 |f:1.2.3,5.6.7,8.9.10|. Procedure details: (Z)-2′-hydroxy-3′-[N′-(1-indan-5-yl-3-methyl-5-carbonyl-1,5-dihydro-pyrazol-4-ylidene)-hydrazino]-biphenyl-3-carboxylic acid 1j (454 mg, 1.0 mmol) was dissolved in 16 mL of tetrahydrofuran. The reaction mixture was added with ethanolamine (143 mg, 2.35 mmol), and stirred for 3 hours. The mixture was filtered, the filter cake was washed with tetrahydrofuran (2 mL×3), and the solid was dried in vacuo to obtain the title compound (Z)-2′-hydroxy-3′-[N′-(1-indan-5-yl-3-methyl-5-carbonyl-1,5-dihydro-p... The product is ClCC=1N=C(SC1)NC(=O)NCC1=CC(=CC(=C1)F)F (1-(4-Chloromethyl-thiazol-2-yl)-3-(3,5-difluoro-benzyl)-urea). Reactants: Cl.ClCC=1N=C(SC1)N (4-Chloromethyl-thiazol-2-ylamine hydrochloride), Cl.ClCC=1N=C(SC1)N (4-Chloromethyl-thiazol-2-ylamine hydrochloride), C1=CN(C=N1)C(=O)N2C=CN=C2 (CDI), CCN(C(C)C)C(C)C (DIPEA), CCN(C(C)C)C(C)C (DIPEA), FC=1C=C(CN)C=C(C1)F (3,5-difluoro-benzyl amine). Procedure details: A 3-neck 500 ml round bottle flask was charged with 4-Chloromethyl-thiazol-2-ylamine hydrochloride (Intermediate 1, 1 eq.) and CDI (1.05 eq.) and purged with nitrogen. Anhydrous THF was added via cannula. To the resulting stirring granular suspension was added DIPEA (1.05 eq.) dropwise via an addition funnel. After the addition of DIPEA was complete, the 3,5-difluoro-benzyl amine (1.0 eq.) was added dropwise in the same manner. The reaction was quenched with DI water and the THF was removed in v... Reaction SMILES: Cl.[Cl:2][CH2:3][C:4]1[N:5]=[C:6]([NH2:9])[S:7][CH:8]=1.C1N=CN([C:15]([N:17]2C=N[CH:19]=[CH:18]2)=[O:16])C=1.CCN(C(C)C)C(C)C.[F:31][C:32]1[CH:33]=C([CH:37]=[C:38]([F:40])[CH:39]=1)CN>>[Cl:2][CH2:3][C:4]1[N:5]=[C:6]([NH:9][C:15]([NH:17][CH2:18][C:19]2[CH:33]=[C:32]([F:31])[CH:39]=[C:38]([F:40])[CH:37]=2)=[O:16])[S:7][CH:8]=1 |f:0.1|.